From a dataset of the Open Reaction Database (ORD), a public repository of structured organic reaction records. describe an organic reaction: reactants, conditions, products, and yield Starting materials: [N+](=O)([O-])C=1C=C(C(=O)O)C=CC1 (3-nitrobenzoic acid), CC1=C(N)C=CC=C1C (2,3-dimethylaniline), ON1N=NC2=C1C=CC=C2 (1-hydroxybenzotriazole), C(CCl)Cl (EDC). The solvent is CN(C)C=O (DMF), C(C)N(CC)CC (triethylamine). Conditions: time 16 hour. Product: [N+](=O)([O-])C=1C=C(C(=O)NC2=C(C(=CC=C2)C)C)C=CC1 (3-nitro-N-(2,3-dimethylphenyl)benzamide). RXN SMILES: [N+:1]([C:4]1[CH:5]=[C:6]([CH:10]=[CH:11][CH:12]=1)[C:7]([OH:9])=O)([O-:3])=[O:2].[CH3:13][C:14]1[C:20]([CH3:21])=[CH:19][CH:18]=[CH:17][C:15]=1[NH2:16].ON1C2C=CC=CC=2N=N1.C(Cl)CCl>CN(C=O)C.C(N(CC)CC)C>[N+:1]([C:4]1[CH:5]=[C:6]([CH:10]=[CH:11][CH:12]=1)[C:7]([NH:16][C:15]1[CH:17]=[CH:18][CH:19]=[C:20]([CH3:21])[C:14]=1[CH3:13])=[O:9])([O-:3])=[O:2]. Procedure: To a solution of 3-nitrobenzoic acid (3.0 g ) and 2,3-dimethylaniline (2.17 g) in 20 mL of DMF was added 1-hydroxybenzotriazole (2.75 g), EDC (3.44 g) and triethylamine (7.39 mL). The resulting solution was stirred for 16 h. The DMF was evaporated in vacuo and the residue was partitioned with ethyl acetate and water. The ethyl acetate layer was extracted w/50 mL each of 2% potassium hydrogen sulfate, saturated sodium bicarbonate, saturated sodium chloride, dried over magnesium sulfate and concen... Starting materials: Cl.C1(CC1)COC1=C(C=C(C=C1)C(F)F)C=1C2=C(N=CN1)C(=C(N2)C)C(=O)N[C@@H]2CN[C@H](C2)C (4-[2-(cyclopropylmethoxy)-5-(difluoromethyl)phenyl]-6-methyl-N-[(3S*,5S*)-5-methylpyrrolidin-3-yl]-5H-pyrrolo[3,2-d]pyrimidine-7-carboxamide hydrochloride), C(CC)(=O)Cl (propionyl chloride). Yields the product C1(CC1)COC1=C(C=C(C=C1)C(F)F)C=1C2=C(N=CN1)C(=C(N2)C)C(=O)N[C@@H]2CN([C@H](C2)C)C(CC)=O (4-[2-(Cyclopropylmethoxy)-5-(difluoromethyl)phenyl]-6-methyl-N-[(3S,5S)-5-methyl-1-propanoylpyrrolidin-3-yl]-5H-pyrrolo[3,2-d]pyrimidine-7-carboxamide). RXN SMILES: Cl.[CH:2]1([CH2:5][O:6][C:7]2[CH:12]=[CH:11][C:10]([CH:13]([F:15])[F:14])=[CH:9][C:8]=2[C:16]2[C:17]3[NH:24][C:23]([CH3:25])=[C:22]([C:26]([NH:28][C@H:29]4[CH2:33][C@H:32]([CH3:34])[NH:31][CH2:30]4)=[O:27])[C:18]=3[N:19]=[CH:20][N:21]=2)[CH2:4][CH2:3]1.[C:35](Cl)(=[O:38])[CH2:36][CH3:37]>>[CH:2]1([CH2:5][O:6][C:7]2[CH:12]=[CH:11][C:10]([CH:13]([F:14])[F:15])=[CH:9][C:8]=2[C:16]2[C:17]3[NH:24][C:23]([CH3:25])=[C:22]([C:26]([NH:28][C@H:29]4[CH2:33][C@H:32]([CH3:34])[N:31]([C:35](=[O:38])[CH2:36][CH3:37])[CH2:30]4)=[O:27])[C:18]=3[N:19]=[CH:20][N:21]=2)[CH2:4][CH2:3]1 |f:0.1|. Reported procedure: Starting from 4-[2-(cyclopropylmethoxy)-5-(difluoromethyl)phenyl]-6-methyl-N-[(3S*,5S*)-5-methylpyrrolidin-3-yl]-5H-pyrrolo[3,2-d]pyrimidine-7-carboxamide hydrochloride (example D.f66) and commercially available propionyl chloride the title compound is obtained as colorless solid.